From a dataset of the Open Reaction Database (ORD), a public repository of structured organic reaction records. describe an organic reaction: reactants, conditions, products, and yield Reactants: C(#N)C=1C=CC2=C(SC3=C(C=C2)C=C(C=C3)O)C1 (3-cyano-8-hydroxydibenzo[b,f]thiepine), ClC1=CC(=CC=C1)C(=O)OO (m-chloroperbenzoic acid). Run in C(Cl)Cl (methylene chloride). Conditions: time 30 minute. Yields the product C(#N)C=1C=CC2=C(S(C3=C(C=C2)C=C(C=C3)O)=O)C1 (3-Cyano-8-hydroxydibenzo[b,f]thiepin-5-Oxide). RXN SMILES: [C:1]([C:3]1[CH:4]=[CH:5][C:6]2[CH:12]=[CH:11][C:10]3[CH:13]=[C:14]([OH:17])[CH:15]=[CH:16][C:9]=3[S:8][C:7]=2[CH:18]=1)#[N:2].ClC1C=CC=C(C(OO)=[O:27])C=1>C(Cl)Cl>[C:1]([C:3]1[CH:4]=[CH:5][C:6]2[CH:12]=[CH:11][C:10]3[CH:13]=[C:14]([OH:17])[CH:15]=[CH:16][C:9]=3[S:8](=[O:27])[C:7]=2[CH:18]=1)#[N:2]. Procedure details: Suspend 50.2 mg. of 3-cyano-8-hydroxydibenzo[b,f]thiepine in 9 ml. of methylene chloride and add 40.6 mg. of m-chloroperbenzoic acid. Allow the mixture to stand at room temperature for 30 minutes. Separate the solids by filtration to obtain the title product (m.p., 241°-243° C.). Yields the product CC=C(c1cccc(OC)c1)C(C)CN(C)C, Cl. Reactants: CCC(O)(c1cccc(OC)c1)C(C)CN(C)C, Cl, Cl. As a reaction SMILES: [CH3:2][N:3]([CH2:4][CH:5]([C:6]([CH2:7][CH3:8])([OH:9])[c:10]1[cH:11][c:12]([O:16][CH3:17])[cH:13][cH:14][cH:15]1)[CH3:18])[CH3:19].[ClH:1].[ClH:20]>>[CH3:2][N:3]([CH2:4][CH:5]([C:6](=[CH:7][CH3:8])[c:10]1[cH:11][c:12]([O:16][CH3:17])[cH:13][cH:14][cH:15]1)[CH3:18])[CH3:19].[ClH:1]. The reactants are ClC1=C(C(=O)N)C=C(C=C1)S(NC1CC1)(=O)=O (2-chloro-5-(N-cyclopropylsulfamoyl)benzamide), C(C(=O)Cl)(=O)Cl (oxalyl chloride). Solvent: C(CCl)Cl (EDC). Product: ClC1=C(C(=O)N=C=O)C=C(C=C1)S(NC1CC1)(=O)=O (2-chloro-5-(N-cyclopropylsulfamoyl)benzoyl isocyanate). Isolated yield 91.4%. RXN SMILES: [Cl:1][C:2]1[CH:10]=[CH:9][C:8]([S:11](=[O:17])(=[O:16])[NH:12][CH:13]2[CH2:15][CH2:14]2)=[CH:7][C:3]=1[C:4]([NH2:6])=[O:5].C(Cl)(=O)[C:19](Cl)=[O:20]>C(Cl)CCl>[Cl:1][C:2]1[CH:10]=[CH:9][C:8]([S:11](=[O:17])(=[O:16])[NH:12][CH:13]2[CH2:14][CH2:15]2)=[CH:7][C:3]=1[C:4]([N:6]=[C:19]=[O:20])=[O:5]. Procedure: To a solution of 2-chloro-5-(N-cyclopropylsulfamoyl)benzamide (1.50 g, 5.46 mmol) in EDC (20 mL) was added oxalyl chloride (0.59 mL, 6.55 mmol). The reaction mass was refluxed for 1-2 h. Excess of solvent was removed under vacuum to afford 1.5 g of desired product. The reactants are CN(Cc1ccc(CCC#Cc2ccc(-c3ccc(Cl)cc3)cn2)cc1)C1CCN(C(=O)OC(C)(C)C)CC1, ClCCl, O=C(O)C(F)(F)F. The product is CN(Cc1ccc(CCC#Cc2ccc(-c3ccc(Cl)cc3)cn2)cc1)C1CCNCC1. RXN SMILES: [C:8]([O:9][C:10](=[O:11])[N:15]1[CH2:16][CH2:17][CH:18]([N:21]([CH3:22])[CH2:23][c:24]2[cH:25][cH:26][c:27]([CH2:30][CH2:31][C:32]#[C:33][c:34]3[n:35][cH:36][c:37](-[c:40]4[cH:41][cH:42][c:43]([Cl:46])[cH:44][cH:45]4)[cH:38][cH:39]3)[cH:28][cH:29]2)[CH2:19][CH2:20]1)([CH3:12])([CH3:13])[CH3:14].[Cl:47][CH2:48][Cl:49].[OH:1][C:2]([C:3]([F:4])([F:5])[F:6])=[O:7]>>[NH:15]1[CH2:16][CH2:17][CH:18]([N:21]([CH3:22])[CH2:23][c:24]2[cH:25][cH:26][c:27]([CH2:30][CH2:31][C:32]#[C:33][c:34]3[n:35][cH:36][c:37](-[c:40]4[cH:41][cH:42][c:43]([Cl:46])[cH:44][cH:45]4)[cH:38][cH:39]3)[cH:28][cH:29]2)[CH2:19][CH2:20]1.